From a dataset of the Open Reaction Database (ORD), a public repository of structured organic reaction records. describe an organic reaction: reactants, conditions, products, and yield The reactants are C(C)(C)(C)OC(=O)N1C(CCC1)CNC1=NC(=CN=C1N)Br.BrC1=CN=C2C(=N1)N(C(N2)=O)CC2N(CCC2)C(=O)OC(C)(C)C (tert-Butyl 2-((6-bromo-2-oxo-2,3-dihydro-1H-imidazo[4,5-b]pyrazin-1-yl)methyl)pyrrolidine-1-carboxylate tert-Butyl 2-((3-amino-6-bromopyrazin-2-ylamino)methyl)pyrrolidine-1-carboxylate), C(=O)(N1C=NC=C1)N1C=NC=C1 (1,1′-carbonyldiimidazole), O1CCCC1 (tetrahydrofuran). Conditions: temperature 120 celsius. Product: OC1=CC=C(C=C1)C1=CN=C2C(=N1)N(C(N2)=O)CC2NCCC2 (6-(4-HYDROXYPHENYL)-1-(PYRROLIDIN-2-YLMETHYL)-1H-IMIDAZO[4,5-B]PYRAZIN-2(3H)-ONE). Isolated yield 80.0%. RXN SMILES: [C:1](OC(N1CCCC1CNC1C(N)=NC=C(Br)N=1)=O)(C)(C)[CH3:2].Br[C:24]1[N:29]=[C:28]2[N:30]([CH2:34][CH:35]3[CH2:39][CH2:38][CH2:37][N:36]3C(OC(C)(C)C)=O)[C:31](=[O:33])[NH:32][C:27]2=[N:26][CH:25]=1.C(N1C=CN=C1)(N1C=CN=C1)=O.[O:59]1[CH2:63][CH2:62][CH2:61][CH2:60]1>>[OH:59][C:63]1[CH:62]=[CH:61][C:60]([C:24]2[N:29]=[C:28]3[N:30]([CH2:34][CH:35]4[CH2:39][CH2:38][CH2:37][NH:36]4)[C:31](=[O:33])[NH:32][C:27]3=[N:26][CH:25]=2)=[CH:2][CH:1]=1 |f:0.1|. Reported procedure: tert-Butyl 2-((6-bromo-2-oxo-2,3-dihydro-1H-imidazo[4,5-b]pyrazin-1-yl)methyl)pyrrolidine-1-carboxylate tert-Butyl 2-((3-amino-6-bromopyrazin-2-ylamino)methyl)pyrrolidine-1-carboxylate (2.0 g., 5.4 mmol), 1,1′-carbonyldiimidazole (1.75 g., 10.80 mmol), and tetrahydrofuran (7 mL) were combined in a sealed tube and heated to 120° C. overnight. The solvent was removed and the crude purified using silica gel chromatography (20% hexane in ethyl acetate) to yield the title compound (1.73 g., 80% yield... The reactants are c1ccc(COc2ccc3c(C4CCCC4)n[nH]c3c2)cc1, CCO, ClCCN1CCCCC1, [Na+], [OH-]. RXN SMILES: [CH2:1]([c:2]1[cH:3][cH:4][cH:5][cH:6][cH:7]1)[O:8][c:9]1[cH:10][cH:11][c:12]2[c:13]([CH:18]3[CH2:19][CH2:20][CH2:21][CH2:22]3)[n:14][nH:15][c:16]2[cH:17]1.[CH3:34][CH2:35][OH:36].[Cl:25][CH2:26][CH2:27][N:28]1[CH2:29][CH2:30][CH2:31][CH2:32][CH2:33]1.[Na+:24].[OH-:23]>>[CH2:1]([c:2]1[cH:3][cH:4][cH:5][cH:6][cH:7]1)[O:8][c:9]1[cH:10][cH:11][c:12]2[c:13]([CH:18]3[CH2:19][CH2:20][CH2:21][CH2:22]3)[n:14][n:15]([CH2:26][CH2:27][N:28]3[CH2:29][CH2:30][CH2:31][CH2:32][CH2:33]3)[c:16]2[cH:17]1. The product is c1ccc(COc2ccc3c(C4CCCC4)nn(CCN4CCCCC4)c3c2)cc1. Product: FC1=CC2=C(C=3N(CCO2)C=C(N3)C(=O)N)C=C1C#CC(C)(C1=NC=CC(=C1)C)O ((±)-9-fluoro-10-(3-hydroxy-3-(4-methylpyridin-2-yl)but-1-yn-1-yl)-5,6-dihydrobenzo[f]imidazo[1,2-d][1,4]oxazepine-2-carboxamide). RXN SMILES: Br[C:2]1[C:3]([F:19])=[CH:4][C:5]2[O:11][CH2:10][CH2:9][N:8]3[CH:12]=[C:13]([C:15]([NH2:17])=[O:16])[N:14]=[C:7]3[C:6]=2[CH:18]=1.[CH3:20][C:21]1[CH:26]=[CH:25][N:24]=[C:23]([C:27]([OH:31])([C:29]#[CH:30])[CH3:28])[CH:22]=1>>[F:19][C:3]1[C:2]([C:30]#[C:29][C:27]([OH:31])([C:23]2[CH:22]=[C:21]([CH3:20])[CH:26]=[CH:25][N:24]=2)[CH3:28])=[CH:18][C:6]2[C:7]3[N:8]([CH:12]=[C:13]([C:15]([NH2:17])=[O:16])[N:14]=3)[CH2:9][CH2:10][O:11][C:5]=2[CH:4]=1. The yield is 10.0%. Procedure: Similar to as described in General Procedure G, 10-bromo-9-fluoro-5,6-dihydrobenzo[f]imidazo[1,2-d][1,4]oxazepine-2-carboxamide was reacted with 2-(4-methylpyridin-2-yl)but-3-yn-2-ol (WO2009/158011A1) to give the titled compound as a white solid (39 mg, 10%). The reactants are BrC=1C(=CC2=C(C=3N(CCO2)C=C(N3)C(=O)N)C1)F (10-bromo-9-fluoro-5,6-dihydrobenzo[f]imidazo[1,2-d][1,4]oxazepine-2-carboxamide), CC1=CC(=NC=C1)C(C)(C#C)O (2-(4-methylpyridin-2-yl)but-3-yn-2-ol).